This data is from the Open Reaction Database (ORD), a public repository of structured organic reaction records. The task is: describe an organic reaction: reactants, conditions, products, and yield Starting materials: CCCCCCCCCCCc1nc(N)n(C(C)=O)n1, CC(C)c1cccc(C(C)C)c1N=C=O. Product: CCCCCCCCCCCc1nc(NC(=O)Nc2c(C(C)C)cccc2C(C)C)n(C(C)=O)n1. As a reaction SMILES: [C:1]([CH3:2])(=[O:3])[n:4]1[n:5][c:6]([CH2:10][CH2:11][CH2:12][CH2:13][CH2:14][CH2:15][CH2:16][CH2:17][CH2:18][CH2:19][CH3:20])[n:7][c:8]1[NH2:9].[CH:21]([CH3:22])([CH3:23])[c:24]1[c:25]([N:33]=[C:34]=[O:35])[c:26]([CH:30]([CH3:31])[CH3:32])[cH:27][cH:28][cH:29]1>>[C:1]([CH3:2])(=[O:3])[n:4]1[n:5][c:6]([CH2:10][CH2:11][CH2:12][CH2:13][CH2:14][CH2:15][CH2:16][CH2:17][CH2:18][CH2:19][CH3:20])[n:7][c:8]1[NH:9][C:34]([NH:33][c:25]1[c:24]([CH:21]([CH3:22])[CH3:23])[cH:29][cH:28][cH:27][c:26]1[CH:30]([CH3:31])[CH3:32])=[O:35]. Starting materials: C(CC1=CC=CC=C1)C[SiH](Cl)Cl (Phenethylmethyldichlorosilane), ClS(=O)(=O)O (chlorosulfonic acid), ClS(=O)(=O)C1=CC=C(CCC[SiH](Cl)Cl)C=C1 ([4-(chlorosulfonyl)phenethyl] methyldichlorosilane), C(C=C)[Mg]Cl (allyl-magnesium chloride). Yields the product ClS(=O)(=O)C1=CC=C(CCC[SiH](Cl)CC=C)C=C1 ([4-(chlorosulfonyl)phenethyl] methyl allylchlorosilane). As a reaction SMILES: [CH2:1]([CH2:9][SiH](Cl)Cl)[CH2:2]C1C=CC=CC=1.ClS(O)(=O)=O.[Cl:18][S:19]([C:22]1[CH:33]=[CH:32][C:25]([CH2:26][CH2:27][CH2:28][SiH:29]([Cl:31])Cl)=[CH:24][CH:23]=1)(=[O:21])=[O:20].C([Mg]Cl)C=C>>[Cl:18][S:19]([C:22]1[CH:23]=[CH:24][C:25]([CH2:26][CH2:27][CH2:28][SiH:29]([CH2:9][CH:1]=[CH2:2])[Cl:31])=[CH:32][CH:33]=1)(=[O:20])=[O:21]. Reported procedure: Phenethylmethyldichlorosilane (Gelest, Inc., Tullytown, Pa., USA) is chlorosulfonated with chlorosulfonic acid as described in Chem. Abstr. 103 P71494v. This yields [4-(chlorosulfonyl)phenethyl] methyldichlorosilane which is reacted with allyl-magnesium chloride to form [4-(chlorosulfonyl)phenethyl] methyl allylchlorosilane. This product is reacted with octadecyl methylchlorosilane (boiling point of 175° to 177°/0.5 mm, from reaction of octadecylmagnesium bromide with methyldichlorosilane) under...